From a dataset of the Open Reaction Database (ORD), a public repository of structured organic reaction records. describe an organic reaction: reactants, conditions, products, and yield Starting materials: C(CC(=O)C)(=O)OC (methyl acetoacetate), ClC1=C(C=O)C=CC(=C1)Cl (2,4-dichlorobenzaldehyde), CC(=O)O (AcOH), CNC (dimethylamine). The solvent is CC(C)O (2-propanol). Run at temperature 40 celsius. Product: ClC1=C(C=C(C(=O)OC)C(C)=O)C=CC(=C1)Cl (methyl 2-(2,4-dichlorobenzylidene)-3-oxobutanoate). RXN SMILES: [C:1]([O:7][CH3:8])(=[O:6])[CH2:2][C:3]([CH3:5])=[O:4].[Cl:9][C:10]1[CH:17]=[C:16]([Cl:18])[CH:15]=[CH:14][C:11]=1[CH:12]=O.CC(O)=O.CNC>CC(O)C>[Cl:9][C:10]1[CH:17]=[C:16]([Cl:18])[CH:15]=[CH:14][C:11]=1[CH:12]=[C:2]([C:3](=[O:4])[CH3:5])[C:1]([O:7][CH3:8])=[O:6]. Procedure: To a stirred solution of methyl acetoacetate (345 mg, 2.97 mmol) and 2,4-dichlorobenzaldehyde (500 mg, 2.86 mmol) in 2-propanol (5 mL) was added AcOH (7 mg, 0.11 mmol) and dimethylamine (0.06 mL, 2M in THF, 0.11 mmol). The reaction was heated to 40° C. for 4 hrs followed by cooling to ambient temperature for 15 hrs. The reaction was concentrated and purified by flash chromatography (silica gel, 30% EtOAc/hexane) to give methyl 2-(2,4-dichlorobenzylidene)-3-oxobutanoate as a mixture of two isomer... Starting materials: COC1=CC=C(C=C1)C1=C(OC=2N=CN=C(C21)NC=2C=C(C=CC2)/C=C/C(=O)O)C2=CC=CC=C2 ((2E)-3-(3-{[5-(4-methoxyphenyl)-6-phenylfuro[2,3-d]-pyrimidin-4-yl]amino}phenyl)acrylic acid), CO (methanol), [OH-].[Na+] (sodium hydroxide). The solvent is C1CCOC1 (THF). Reaction conditions: time 2 hour. Product: [Na+].COC1=CC=C(C=C1)C1=C(OC=2N=CN=C(C21)NC=2C=C(C=CC2)/C=C/C(=O)[O-])C2=CC=CC=C2 ((2E)-3-(3-{[5-(4-Methoxyphenyl)-6-phenylfuro[2,3-d]pyrimidin-4-yl]amino}phenyl)acrylic acid sodium salt). Reaction SMILES: [CH3:1][O:2][C:3]1[CH:8]=[CH:7][C:6]([C:9]2[C:17]3[C:16]([NH:18][C:19]4[CH:20]=[C:21](/[CH:25]=[CH:26]/[C:27]([OH:29])=[O:28])[CH:22]=[CH:23][CH:24]=4)=[N:15][CH:14]=[N:13][C:12]=3[O:11][C:10]=2[C:30]2[CH:35]=[CH:34][CH:33]=[CH:32][CH:31]=2)=[CH:5][CH:4]=1.CO.[OH-].[Na+:39]>C1COCC1>[Na+:39].[CH3:1][O:2][C:3]1[CH:4]=[CH:5][C:6]([C:9]2[C:17]3[C:16]([NH:18][C:19]4[CH:20]=[C:21](/[CH:25]=[CH:26]/[C:27]([O-:29])=[O:28])[CH:22]=[CH:23][CH:24]=4)=[N:15][CH:14]=[N:13][C:12]=3[O:11][C:10]=2[C:30]2[CH:35]=[CH:34][CH:33]=[CH:32][CH:31]=2)=[CH:7][CH:8]=1 |f:2.3,5.6|. Procedure: Initially charge 76 mg (0.164 mmol) of (2E)-3-(3-{[5-(4-methoxyphenyl)-6-phenylfuro[2,3-d]-pyrimidin-4-yl]amino}phenyl)acrylic acid in 1.5 ml of a 1:1 mixture of methanol and THF and add 0.164 ml of 1N sodium hydroxide solution at RT. Stir the mixture at RT for 2 h, then concentrate under reduced pressure and dry the residue under high vacuum overnight. 79.6 mg (99.9% of theory) of the target compound are obtained as a yellowish solid. Reactants: CS(C)=O, O=[N+]([O-])c1ccc(F)c(F)c1, [K+], [K+], [K+], O, O=P([O-])([O-])[O-], c1c[nH]nn1. The product is O=[N+]([O-])c1ccc(-n2ccnn2)c(F)c1. Reaction SMILES: [CH3:25][S:26]([CH3:27])=[O:28].[F:14][c:15]1[cH:16][c:17]([N+:22](=[O:23])[O-:24])[cH:18][cH:19][c:20]1[F:21].[K+:6].[K+:7].[K+:8].[OH2:29].[P:1]([O-:2])([O-:3])([O-:4])=[O:5].[nH:9]1[n:10][n:11][cH:12][cH:13]1>>[n:9]1(-[c:20]2[c:15]([F:14])[cH:16][c:17]([N+:22](=[O:23])[O-:24])[cH:18][cH:19]2)[n:10][n:11][cH:12][cH:13]1. Starting materials: O=C([O-])[O-], O=[N+]([O-])c1ccccc1F, [K+], [K+], CN(C)C=O, Sc1ncccn1. Product: O=[N+]([O-])c1ccccc1Sc1ncccn1. As a reaction SMILES: [C:18](=[O:19])([O-:20])[O-:21].[F:8][c:9]1[c:10]([N+:15](=[O:16])[O-:17])[cH:11][cH:12][cH:13][cH:14]1.[K+:22].[K+:23].[O:24]=[CH:25][N:26]([CH3:27])[CH3:28].[SH:1][c:2]1[n:3][cH:4][cH:5][cH:6][n:7]1>>[S:1]([c:2]1[n:3][cH:4][cH:5][cH:6][n:7]1)[c:9]1[c:10]([N+:15](=[O:16])[O-:17])[cH:11][cH:12][cH:13][cH:14]1. The reactants are O=C([O-])O, C1CCOC1, CN(Cc1cc2ccccc2n1C)C(=O)C=Cc1ccc(N)nc1, [Na+], O=C1OC(=O)c2ccccc21. Yields the product CN(Cc1cc2ccccc2n1C)C(=O)C=Cc1ccc(NC(=O)c2ccccc2C(=O)O)nc1. Reaction SMILES: [C:36](=[O:37])([OH:38])[O-:39].[CH2:41]1[O:42][CH2:43][CH2:44][CH2:45]1.[NH2:12][c:13]1[cH:14][cH:15][c:16]([CH:19]=[CH:20][C:21](=[O:22])[N:23]([CH2:24][c:25]2[n:26]([CH3:34])[c:27]3[cH:28][cH:29][cH:30][cH:31][c:32]3[cH:33]2)[CH3:35])[cH:17][n:18]1.[Na+:40].[O:1]=[C:2]1[O:3][C:4](=[O:5])[c:6]2[cH:7][cH:8][cH:9][cH:10][c:11]21>>[O:1]=[C:2]([c:11]1[c:6]([C:4]([OH:3])=[O:5])[cH:7][cH:8][cH:9][cH:10]1)[NH:12][c:13]1[cH:14][cH:15][c:16]([CH:19]=[CH:20][C:21](=[O:22])[N:23]([CH2:24][c:25]2[n:26]([CH3:34])[c:27]3[cH:28][cH:29][cH:30][cH:31][c:32]3[cH:33]2)[CH3:35])[cH:17][n:18]1. The reactants are C(C)C1OCCC(C1)(C1=CC(=CC=C1)SC1=CC=C(C=C1)C(C)(C)C)O ((2RS,4SR)-2-ethyl-4-hydroxy-4-[3-(4-tert-butylphenylthio)phenyl]tetrahydropyran), CI (methyl iodide). Yields the product C(C)C1OCCC(C1)(C1=CC(=CC=C1)SC1=CC=C(C=C1)C(C)(C)C)OC ((2RS,4SR)-2-ethyl-4-methoxy-4-[3-(4-tert-butylphenylthio)phenyl]tetrahydropyran). Yield: 43.0%. As a reaction SMILES: [CH2:1]([CH:3]1[CH2:8][C:7]([OH:26])([C:9]2[CH:14]=[CH:13][CH:12]=[C:11]([S:15][C:16]3[CH:21]=[CH:20][C:19]([C:22]([CH3:25])([CH3:24])[CH3:23])=[CH:18][CH:17]=3)[CH:10]=2)[CH2:6][CH2:5][O:4]1)[CH3:2].[CH3:27]I>>[CH2:1]([CH:3]1[CH2:8][C:7]([O:26][CH3:27])([C:9]2[CH:14]=[CH:13][CH:12]=[C:11]([S:15][C:16]3[CH:17]=[CH:18][C:19]([C:22]([CH3:25])([CH3:24])[CH3:23])=[CH:20][CH:21]=3)[CH:10]=2)[CH2:6][CH2:5][O:4]1)[CH3:2]. Procedure details: Using a similar procedure to that described in Example 3, (2RS,4SR)-2-ethyl-4-hydroxy-4-[3-(4-tert-butylphenylthio)phenyl]tetrahydropyran was reacted with methyl iodide to give (2RS,4SR)-2-ethyl-4-methoxy-4-[3-(4-tert-butylphenylthio)phenyl]tetrahydropyran in 43% yield as an oil. Reactants: CC(C)(C)OC(NCCOC1=CC=C(C=C1)[N+](=O)[O-])=O (2-(4-Nitrophenoxy)ethylcarbamic acid 1,1-dimethylethyl ester), [H][H] (hydrogen). The reagents and catalysts are [Pd] (palladium on carbon). Solvent: CO (methanol). Yields the product CC(C)(C)OC(NCCOC1=CC=C(C=C1)N)=O (2-(4-Aminophenoxy)ethylcarbamic acid 1,1-dimethylethyl ester). The yield is 99.4%. Reaction SMILES: [CH3:1][C:2]([O:5][C:6](=[O:20])[NH:7][CH2:8][CH2:9][O:10][C:11]1[CH:16]=[CH:15][C:14]([N+:17]([O-])=O)=[CH:13][CH:12]=1)([CH3:4])[CH3:3].[H][H]>CO.[Pd]>[CH3:4][C:2]([O:5][C:6](=[O:20])[NH:7][CH2:8][CH2:9][O:10][C:11]1[CH:12]=[CH:13][C:14]([NH2:17])=[CH:15][CH:16]=1)([CH3:1])[CH3:3]. Reported procedure: A solution of 775 mg (2.75 mmol) of nitro compound from Example 215 in 20 mL of methanol with 10% palladium on carbon (150 mg) was introduced hydrogen via balloon at room temperature for 4 h. The catalyst was filtered off through Celite, and the filterate was concentrated under vacuum to give 690 mg of the title compound: 1H NMR (200 MHz, CDCl3) 8 6.69 (d, 2H, J=8Hz), 6.58 (d, 2H, J=8Hz), 4.94 (bs, 1H, N-H), 3.89 (bt, 2H, J=5.0Hz), 3.40 (q, 2H, J=5.0Hz), 1.40 (s, 9H).